This data is from the Open Reaction Database (ORD), a public repository of structured organic reaction records. The task is: describe an organic reaction: reactants, conditions, products, and yield Reactants: ClC1=NSC(=C1C#N)C1=C(C=C(C=C1)C)F (3-chloro-5-(2-fluoro-4-methylphenyl)-1,2-thiazole-4-carbonitrile), [Al](CC)(CC)CC (Al(Et)3). Reaction SMILES: Cl[C:2]1[C:6]([C:7]#[N:8])=[C:5]([C:9]2[CH:14]=[CH:13][C:12]([CH3:15])=[CH:11][C:10]=2[F:16])[S:4][N:3]=1.[Al](CC)(CC)[CH2:18][CH3:19]>C1C=CC([P]([Pd]([P](C2C=CC=CC=2)(C2C=CC=CC=2)C2C=CC=CC=2)([P](C2C=CC=CC=2)(C2C=CC=CC=2)C2C=CC=CC=2)[P](C2C=CC=CC=2)(C2C=CC=CC=2)C2C=CC=CC=2)(C2C=CC=CC=2)C2C=CC=CC=2)=CC=1.O1CCOCC1>[CH2:18]([C:2]1[C:6]([C:7]#[N:8])=[C:5]([C:9]2[CH:14]=[CH:13][C:12]([CH3:15])=[CH:11][C:10]=2[F:16])[S:4][N:3]=1)[CH3:19] |^1:27,29,48,67|. Solvent: O1CCOCC1 (1,4-dioxane). Yields the product C(C)C1=NSC(=C1C#N)C1=C(C=C(C=C1)C)F (3-ethyl-5-(2-fluoro-4-methylphenyl)-1,2-thiazole-4-carbonitrile). Reported procedure: Into a 100-mL 3-necked round-bottom flask purged and maintained with an inert atmosphere of nitrogen, was placed 3-chloro-5-(2-fluoro-4-methylphenyl)-1,2-thiazole-4-carbonitrile (500 mg, 1.98 mmol, 1.00 equiv), 1,4-dioxane (20 mL), Pd(PPh3)4 (343 mg, 0.30 mmol, 0.15 equiv), Al(Et)3 (6.0 mL). The resulting solution was stirred for 3 h at 110° C. The reaction was then quenched by the addition of 3 mL of water. The resulting solution was extracted with 3×10 mL of ethyl acetate and the organic layer... Run at temperature 110 celsius, time 3 hour. The reagents and catalysts are C=1C=CC(=CC1)[P](C=2C=CC=CC2)(C=3C=CC=CC3)[Pd]([P](C=4C=CC=CC4)(C=5C=CC=CC5)C=6C=CC=CC6)([P](C=7C=CC=CC7)(C=8C=CC=CC8)C=9C=CC=CC9)[P](C=1C=CC=CC1)(C=1C=CC=CC1)C=1C=CC=CC1 (Pd(PPh3)4). The reactants are COc1ccc(CN)cc1, O=C(O)c1cc(Cl)cnc1Cl, O. Yields the product COc1ccc(CNc2ncc(Cl)cc2C(=O)O)cc1. Reaction SMILES: [CH3:12][O:13][c:14]1[cH:15][cH:16][c:17]([CH2:18][NH2:19])[cH:20][cH:21]1.[Cl:1][c:2]1[c:3]([C:4](=[O:5])[OH:6])[cH:7][c:8]([Cl:11])[cH:9][n:10]1.[OH2:22]>>[c:2]1([NH:19][CH2:18][c:17]2[cH:16][cH:15][c:14]([O:13][CH3:12])[cH:21][cH:20]2)[c:3]([C:4](=[O:5])[OH:6])[cH:7][c:8]([Cl:11])[cH:9][n:10]1. Reactants: C(CCCCC)C1CC2=CC=C(C=C2C1)C1=NC=C(C=C1)O (2-hexyl-5-(5-hydroxypyridine-2-yl)indan), C(CCCCCCCCC)I (decyl iodide), [OH-].[K+] (KOH), C(CCC)O (n-butanol). The solvent is CO (methanol). Product: C(CCCCC)C1CC2=CC=C(C=C2C1)C1=NC=C(C=C1)OCCCCCCCCCC (2-hexyl-5-(5-decyloxypyridine-2-yl)indan). The yield is 39.2%. RXN SMILES: [CH2:1]([CH:7]1[CH2:15][C:14]2[C:9](=[CH:10][CH:11]=[C:12]([C:16]3[CH:21]=[CH:20][C:19]([OH:22])=[CH:18][N:17]=3)[CH:13]=2)[CH2:8]1)[CH2:2][CH2:3][CH2:4][CH2:5][CH3:6].[CH2:23](I)[CH2:24][CH2:25][CH2:26][CH2:27][CH2:28][CH2:29][CH2:30][CH2:31][CH3:32].[OH-].[K+].C(O)CCC>CO>[CH2:1]([CH:7]1[CH2:15][C:14]2[C:9](=[CH:10][CH:11]=[C:12]([C:16]3[CH:21]=[CH:20][C:19]([O:22][CH2:23][CH2:24][CH2:25][CH2:26][CH2:27][CH2:28][CH2:29][CH2:30][CH2:31][CH3:32])=[CH:18][N:17]=3)[CH:13]=2)[CH2:8]1)[CH2:2][CH2:3][CH2:4][CH2:5][CH3:6] |f:2.3|. Procedure details: 0.045 g (0.15 mM) of 2-hexyl-5-(5-hydroxypyridine-2-yl)indan, 0.05 ml (0.23 mM) of decyl iodide, 0.013 g (0.20 mM) of 85%-KOH and 1 ml of n-butanol were mixed and heat-refluxed for 130 minutes under stirring. After the reaction, methanol was added to the reaction mixture, followed by filtration under cooling with ice to obtain an insoluble matter. The insoluble matter was dried and purified by silica gel column chromatography (eluent: toluene/ethyl acetate=100/1), followed by recrystallization f...